describe an organic reaction: reactants, conditions, products, and yield From a dataset of the Open Reaction Database (ORD), a public repository of structured organic reaction records. Starting materials: C(C)(C)(C)OC(=O)N(C1=NN(C2=CC=CC(=C12)OC1=C(C=CC(=C1)N1CCN(CC1)CC1=C(CC(CC1)(C)C)C1=CC=C(C=C1)Cl)C(NS(=O)(=O)C1=CC(=C(C=C1)NCC1(CCOCC1)F)[N+](=O)[O-])=O)C(=O)OC(C)(C)C)C(=O)OC(C)(C)C (tert-butyl 3-(bis(tert-butoxycarbonyl)amino)-4-(5-(4-((2-(4-chlorophenyl)-4,4-dimethylcyclohex-1-enyl)methyl)piperazin-1-yl)-2-(4-((4-fluorotetrahydro-2H-pyran-4-yl)methylamino)-3-nitrophenylsulfonylcarbamoyl)phenoxy)-1H-indazole-1-carboxylate). Run in ClCCl.FC(C(=O)O)(F)F (dichloromethane trifluoroacetic acid). Conditions: time 2 hour. Product: NC1=NNC2=CC=CC(=C12)OC1=C(C(=O)NS(=O)(=O)C2=CC(=C(C=C2)NCC2(CCOCC2)F)[N+](=O)[O-])C=CC(=C1)N1CCN(CC1)CC1=C(CC(CC1)(C)C)C1=CC=C(C=C1)Cl (2-[(3-amino-1H-indazol-4-yl)oxy]-4-(4-{[2-(4-chlorophenyl)-4,4-dimethylcyclohex-1-en-1-yl]methyl}piperazin-1-yl)-N-[(4-{[(4-fluorotetrahydro-2H-pyran-4-yl)methyl]amino}-3-nitrophenyl)sulfonyl]benzamide). Reaction SMILES: C(OC([N:8](C(OC(C)(C)C)=O)[C:9]1[C:17]2[C:12](=[CH:13][CH:14]=[CH:15][C:16]=2[O:18][C:19]2[CH:24]=[C:23]([N:25]3[CH2:30][CH2:29][N:28]([CH2:31][C:32]4[CH2:37][CH2:36][C:35]([CH3:39])([CH3:38])[CH2:34][C:33]=4[C:40]4[CH:45]=[CH:44][C:43]([Cl:46])=[CH:42][CH:41]=4)[CH2:27][CH2:26]3)[CH:22]=[CH:21][C:20]=2[C:47](=[O:70])[NH:48][S:49]([C:52]2[CH:57]=[CH:56][C:55]([NH:58][CH2:59][C:60]3([F:66])[CH2:65][CH2:64][O:63][CH2:62][CH2:61]3)=[C:54]([N+:67]([O-:69])=[O:68])[CH:53]=2)(=[O:51])=[O:50])[N:11](C(OC(C)(C)C)=O)[N:10]=1)=O)(C)(C)C>ClCCl.FC(F)(F)C(O)=O>[NH2:8][C:9]1[C:17]2[C:12](=[CH:13][CH:14]=[CH:15][C:16]=2[O:18][C:19]2[CH:24]=[C:23]([N:25]3[CH2:30][CH2:29][N:28]([CH2:31][C:32]4[CH2:37][CH2:36][C:35]([CH3:39])([CH3:38])[CH2:34][C:33]=4[C:40]4[CH:41]=[CH:42][C:43]([Cl:46])=[CH:44][CH:45]=4)[CH2:27][CH2:26]3)[CH:22]=[CH:21][C:20]=2[C:47]([NH:48][S:49]([C:52]2[CH:57]=[CH:56][C:55]([NH:58][CH2:59][C:60]3([F:66])[CH2:65][CH2:64][O:63][CH2:62][CH2:61]3)=[C:54]([N+:67]([O-:69])=[O:68])[CH:53]=2)(=[O:51])=[O:50])=[O:70])[NH:11][N:10]=1 |f:1.2|. Procedure details: The crude product of EXAMPLE 428F (0.10 g) was treated with 1:1 dichloromethane/trifluoroacetic acid (10 mL). The reaction was stirred for 2 hours. The solvents were removed, and the residue was purified by reverse phase Gilson Prep HPLC system with a Phenomenex prep column (Luna, 5μ, C18(2), 250×21.20 mm, 5 Å) eluting with 20-80% acetonitrile in water with 0.1% trifluoroacetic acid. Fractions containing product were concentrated, and the concentrate was diluted with dichloromethane, neutralized... Reactants: CCCCc1[nH]nc(C(N)=O)c1[N+](=O)[O-], CCO. The product is CCCCc1[nH]nc(C(N)=O)c1N. As a reaction SMILES: [CH2:1]([CH2:2][CH2:3][CH3:4])[c:5]1[c:6]([N+:13]([O-:14])=[O:15])[c:7]([C:10](=[O:11])[NH2:12])[n:8][nH:9]1.[CH3:16][CH2:17][OH:18]>>[CH2:1]([CH2:2][CH2:3][CH3:4])[c:5]1[c:6]([NH2:13])[c:7]([C:10](=[O:11])[NH2:12])[n:8][nH:9]1.